From a dataset of the Open Reaction Database (ORD), a public repository of structured organic reaction records. describe an organic reaction: reactants, conditions, products, and yield Starting materials: CCOC(=O)c1cc(-c2cccs2)nn1Cc1cc(-c2ccc(Cl)s2)on1, C1CCOC1, Cl, [Li+], [OH-], O, O. Product: O=C(O)c1cc(-c2cccs2)nn1Cc1cc(-c2ccc(Cl)s2)on1. RXN SMILES: [CH2:1]([CH3:2])[O:3][C:4](=[O:5])[c:6]1[n:7]([CH2:16][c:17]2[n:18][o:19][c:20](-[c:22]3[s:23][c:24]([Cl:27])[cH:25][cH:26]3)[cH:21]2)[n:8][c:9](-[c:11]2[s:12][cH:13][cH:14][cH:15]2)[cH:10]1.[CH2:32]1[O:33][CH2:34][CH2:35][CH2:36]1.[ClH:31].[Li+:30].[OH-:29].[OH2:28].[OH2:37]>>[O:3]=[C:4]([OH:5])[c:6]1[n:7]([CH2:16][c:17]2[n:18][o:19][c:20](-[c:22]3[s:23][c:24]([Cl:27])[cH:25][cH:26]3)[cH:21]2)[n:8][c:9](-[c:11]2[s:12][cH:13][cH:14][cH:15]2)[cH:10]1. The reactants are CCN, O=C1CCN(Cc2ccccc2)CC1, CCO, CC(C)O, Cl, N#C[K], O. Product: CCNC1(C#N)CCN(Cc2ccccc2)CC1. As a reaction SMILES: [CH2:16]([CH3:17])[NH2:18].[CH2:1]([c:2]1[cH:3][cH:4][cH:5][cH:6][cH:7]1)[N:8]1[CH2:9][CH2:10][C:11](=[O:14])[CH2:12][CH2:13]1.[CH3:26][CH2:27][OH:28].[CH:22]([OH:23])([CH3:24])[CH3:25].[ClH:15].[K:19][C:20]#[N:21].[OH2:29]>>[CH2:1]([c:2]1[cH:3][cH:4][cH:5][cH:6][cH:7]1)[N:8]1[CH2:9][CH2:10][C:11]([NH:18][CH2:16][CH3:17])([C:20]#[N:21])[CH2:12][CH2:13]1. The reactants are [N+](=O)([O-])C=1C=C2C=CN(C2=CC1)CC(=O)N[C@@H](CC(C)C)C(=O)OC (methyl N-[(5-nitro-1H-indol-1-yl)acetyl]-L-leucinate), C(C)(C)(C)C1=CC=C(C=C1)S(=O)(=O)Cl (4-tert-butylphenyl sulfonyl chloride). The product is C(C)(C)(C)C1=CC=C(C=C1)S(=O)(=O)NC=1C=C2C=CN(C2=CC1)CC(=O)N[C@@H](CC(C)C)C(=O)O (N-[(5-{[(4-tert-butylphenyl)sulfonyl]amino}-1H-indol-1-yl)acetyl]-L-leucine). RXN SMILES: [N+:1]([C:4]1[CH:5]=[C:6]2[C:10](=[CH:11][CH:12]=1)[N:9]([CH2:13][C:14]([NH:16][C@H:17]([C:22]([O:24]C)=[O:23])[CH2:18][CH:19]([CH3:21])[CH3:20])=[O:15])[CH:8]=[CH:7]2)([O-])=O.[C:26]([C:30]1[CH:35]=[CH:34][C:33]([S:36](Cl)(=[O:38])=[O:37])=[CH:32][CH:31]=1)([CH3:29])([CH3:28])[CH3:27]>>[C:26]([C:30]1[CH:35]=[CH:34][C:33]([S:36]([NH:1][C:4]2[CH:5]=[C:6]3[C:10](=[CH:11][CH:12]=2)[N:9]([CH2:13][C:14]([NH:16][C@H:17]([C:22]([OH:24])=[O:23])[CH2:18][CH:19]([CH3:20])[CH3:21])=[O:15])[CH:8]=[CH:7]3)(=[O:38])=[O:37])=[CH:32][CH:31]=1)([CH3:29])([CH3:27])[CH3:28]. Reported procedure: The title compound was prepared from methyl N-[(5-nitro-1H-indol-1-yl)acetyl]-L-leucinate and 4-tert-butylphenyl sulfonyl chloride following the procedures of Example 10 Step 4 and Step 5: MS (ESI) m/z 500; MS (ESI) m/z 498. Reaction conditions: temperature 120 celsius, time 20 minute. Starting materials: P(=O)([O-])([O-])[O-].[K+].[K+].[K+] (Potassium phosphate), BrC=1C=CC(=C(C1)N1CCC2(CCN(C2=O)[C@@H]2CC[C@@H](CC2)O)CC1)F (8-(5-bromo-2-fluorophenyl)-2-(cis-4-hydroxycyclohexyl)-2,8-diazaspiro[4.5]decan-1-one), N1(CCCC1)C(=O)C1=NC=C(C=C1)B1OC(C(O1)(C)C)(C)C (2-(pyrrolidin-1-ylcarbonyl)-5-(4,4,5,5-tetramethyl-1,3,2-dioxaborolan-2-yl)pyridine). The reagents and catalysts are C=1C=CC(=CC1)[P](C=2C=CC=CC2)(C=3C=CC=CC3)[Pd]([P](C=4C=CC=CC4)(C=5C=CC=CC5)C=6C=CC=CC6)([P](C=7C=CC=CC7)(C=8C=CC=CC8)C=9C=CC=CC9)[P](C=1C=CC=CC1)(C=1C=CC=CC1)C=1C=CC=CC1 (tetrakis(triphenylphosphine)palladium(0)). Solvent: O (water), O1CCOCC1 (1,4-dioxane). Reaction SMILES: P([O-])([O-])([O-])=O.[K+].[K+].[K+].Br[C:10]1[CH:11]=[CH:12][C:13]([F:34])=[C:14]([N:16]2[CH2:33][CH2:32][C:19]3([C:23](=[O:24])[N:22]([C@H:25]4[CH2:30][CH2:29][C@@H:28]([OH:31])[CH2:27][CH2:26]4)[CH2:21][CH2:20]3)[CH2:18][CH2:17]2)[CH:15]=1.[N:35]1([C:40]([C:42]2[CH:47]=[CH:46][C:45](B3OC(C)(C)C(C)(C)O3)=[CH:44][N:43]=2)=[O:41])[CH2:39][CH2:38][CH2:37][CH2:36]1>O.O1CCOCC1.C1C=CC([P]([Pd]([P](C2C=CC=CC=2)(C2C=CC=CC=2)C2C=CC=CC=2)([P](C2C=CC=CC=2)(C2C=CC=CC=2)C2C=CC=CC=2)[P](C2C=CC=CC=2)(C2C=CC=CC=2)C2C=CC=CC=2)(C2C=CC=CC=2)C2C=CC=CC=2)=CC=1>[F:34][C:13]1[CH:12]=[CH:11][C:10]([C:45]2[CH:44]=[N:43][C:42]([C:40]([N:35]3[CH2:39][CH2:38][CH2:37][CH2:36]3)=[O:41])=[CH:47][CH:46]=2)=[CH:15][C:14]=1[N:16]1[CH2:33][CH2:32][C:19]2([C:23](=[O:24])[N:22]([C@H:25]3[CH2:30][CH2:29][C@@H:28]([OH:31])[CH2:27][CH2:26]3)[CH2:21][CH2:20]2)[CH2:18][CH2:17]1 |f:0.1.2.3,^1:67,69,88,107|. Procedure details: Potassium phosphate (0.017 g, 0.078 mmol) in water (0.10 mL) was added to a mixture of 8-(5-bromo-2-fluorophenyl)-2-(cis-4-hydroxycyclohexyl)-2,8-diazaspiro[4.5]decan-1-one (15.0 mg, 0.0353 mmol), 2-(pyrrolidin-1-ylcarbonyl)-5-(4,4,5,5-tetramethyl-1,3,2-dioxaborolan-2-yl)pyridine (16 mg, 0.053 mmol), and tetrakis(triphenylphosphine)palladium(0) (1.0 mg, 0.001 mmol) in 1,4-dioxane (0.30 mL). The resulting mixture was heated and stirred at 120° C. for 20 min. The mixture was filtered. The filtrate... Yields the product FC1=C(C=C(C=C1)C=1C=NC(=CC1)C(=O)N1CCCC1)N1CCC2(CCN(C2=O)[C@@H]2CC[C@@H](CC2)O)CC1 (8-{2-Fluoro-5-[6-(pyrrolidin-1-ylcarbonyl)pyridin-3-yl]phenyl}-2-(cis-4-hydroxycyclohexyl)-2,8-di azaspiro[4.5]decan-1-one). RXN SMILES: [CH2:3]([CH3:4])[O:5][C:6](=[O:7])[c:8]1[nH:9][c:10]([CH2:14][CH2:15][C:16](=[O:17])[O:18][C:19]([CH3:20])([CH3:21])[CH3:22])[cH:11][c:12]1[CH3:13].[CH3:23][CH2:24][OH:25].[CH3:26][OH:27].[Li+:1].[OH-:2].[OH2:28]>>[CH2:3]([CH3:4])[O:5][C:6](=[O:7])[c:8]1[nH:9][c:10]([CH2:14][CH2:15][C:16](=[O:17])[OH:18])[cH:11][c:12]1[CH3:13]. Yields the product CCOC(=O)c1[nH]c(CCC(=O)O)cc1C. Reactants: CCOC(=O)c1[nH]c(CCC(=O)OC(C)(C)C)cc1C, CCO, CO, [Li+], [OH-], O. Reactants: N(=[N+]=[N-])C1=NN=C(S1)C=1C=C2C(=CN(C2=CC1)C(=O)OC(C)(C)C)C1=NC(=CC=C1)N1CCOCC1 (tert-butyl 5-(5-azido-1,3,4-thiadiazol-2-yl)-3-(6-morpholinopyridin-2-yl)-1H-indole-1-carboxylate). Reagents/catalysts: [Pd].CC(=O)[O-].CC(=O)[O-].[Pb+2] (Lindlar catalyst). Solvent: CO.C1CCOC1 (MeOH THF). Reaction conditions: time 15 hour. The product is NC1=NN=C(S1)C=1C=C2C(=CN(C2=CC1)C(=O)OC(C)(C)C)C1=NC(=CC=C1)N1CCOCC1 (tert-butyl 5-(5-amino-1,3,4-thiadiazol-2-yl)-3-(6-morpholinopyridin-2-yl)-1H-indole-1-carboxylate). As a reaction SMILES: [N:1]([C:4]1[S:8][C:7]([C:9]2[CH:10]=[C:11]3[C:15](=[CH:16][CH:17]=2)[N:14]([C:18]([O:20][C:21]([CH3:24])([CH3:23])[CH3:22])=[O:19])[CH:13]=[C:12]3[C:25]2[CH:30]=[CH:29][CH:28]=[C:27]([N:31]3[CH2:36][CH2:35][O:34][CH2:33][CH2:32]3)[N:26]=2)=[N:6][N:5]=1)=[N+]=[N-]>CO.C1COCC1.[Pd].CC([O-])=O.CC([O-])=O.[Pb+2]>[NH2:1][C:4]1[S:8][C:7]([C:9]2[CH:10]=[C:11]3[C:15](=[CH:16][CH:17]=2)[N:14]([C:18]([O:20][C:21]([CH3:24])([CH3:23])[CH3:22])=[O:19])[CH:13]=[C:12]3[C:25]2[CH:30]=[CH:29][CH:28]=[C:27]([N:31]3[CH2:32][CH2:33][O:34][CH2:35][CH2:36]3)[N:26]=2)=[N:6][N:5]=1 |f:1.2,3.4.5.6|. Procedure details: To a solution of tert-butyl 5-(5-azido-1,3,4-thiadiazol-2-yl)-3-(6-morpholinopyridin-2-yl)-1H-indole-1-carboxylate (224 mg, 0.444 mmol) in MeOH/THF (5 mL, 3:2) was added Lindlar catalyst (59.2 mg, 0.222 mmol). The mixture was stirred at RT under hydrogen for 15 h, then filtered through a plug of celite and washed with DCM/MeOH. The filtrated was concentrated to give the crude material. MS (ESI, pos. ion) m/z: 479 (M+1).